Dataset: the Open Reaction Database (ORD), a public repository of structured organic reaction records. Task: describe an organic reaction: reactants, conditions, products, and yield Starting materials: CC(C)(C)OC(=O)C1(Oc2ccc(NC(=O)C(c3c4c(nn3-c3ccc(Cl)cc3)CCCC4)C3CCCCC3)c(F)c2)CC1, C1CCOC1, CS(C)=O, CC(C)O, O=CO. Product: O=C(Nc1ccc(OC2(C(=O)O)CC2)cc1F)C(c1c2c(nn1-c1ccc(Cl)cc1)CCCC2)C1CCCCC1. Reaction SMILES: [C:1]([CH3:2])([CH3:3])([CH3:4])[O:5][C:6](=[O:7])[C:8]1([O:11][c:12]2[cH:13][c:14]([F:44])[c:15]([NH:18][C:19]([CH:20]([CH:21]3[CH2:22][CH2:23][CH2:24][CH2:25][CH2:26]3)[c:27]3[n:28](-[c:36]4[cH:37][cH:38][c:39]([Cl:42])[cH:40][cH:41]4)[n:29][c:30]4[c:35]3[CH2:34][CH2:33][CH2:32][CH2:31]4)=[O:43])[cH:16][cH:17]2)[CH2:9][CH2:10]1.[CH2:45]1[O:46][CH2:47][CH2:48][CH2:49]1.[CH3:50][S:51]([CH3:52])=[O:53].[CH:54]([OH:55])([CH3:56])[CH3:57].[CH:58]([OH:59])=[O:60]>>[O:5]=[C:6]([OH:7])[C:8]1([O:11][c:12]2[cH:13][c:14]([F:44])[c:15]([NH:18][C:19]([CH:20]([CH:21]3[CH2:22][CH2:23][CH2:24][CH2:25][CH2:26]3)[c:27]3[n:28](-[c:36]4[cH:37][cH:38][c:39]([Cl:42])[cH:40][cH:41]4)[n:29][c:30]4[c:35]3[CH2:34][CH2:33][CH2:32][CH2:31]4)=[O:43])[cH:16][cH:17]2)[CH2:9][CH2:10]1.